From a dataset of the Open Reaction Database (ORD), a public repository of structured organic reaction records. describe an organic reaction: reactants, conditions, products, and yield Starting materials: N(=O)[O-].[Na+] (sodium nitrite), NC1=C(CO)C=CC=C1 (2-Aminobenzylalcohol), N1=CC=CC=C1 (pyridine). The solvent is O (water), O (water), Cl (hydrochloric acid). Product: N1=C(C=CC=C1)C1=C(C=CC=C1)CO (2-(2-Pyridyl)-benzenemethanol). RXN SMILES: N[C:2]1[CH:9]=[CH:8][CH:7]=[CH:6][C:3]=1[CH2:4][OH:5].N([O-])=O.[Na+].[N:14]1[CH:19]=[CH:18][CH:17]=[CH:16][CH:15]=1>Cl.O>[N:14]1[CH:19]=[CH:18][CH:17]=[CH:16][C:15]=1[C:2]1[CH:9]=[CH:8][CH:7]=[CH:6][C:3]=1[CH2:4][OH:5] |f:1.2|. Procedure details: 2-Aminobenzylalcohol (10 g) was dissolved in concentrated hydrochloric acid (25 ml) and the solution diluted with water (20 ml). The solution was stirred at 0° and a solution of sodium nitrite (5.9 g) in water (20 ml) added dropwise. The mixture was stirred at 0° for 40 minutes. The solution was added dropwise to pyridine (92 ml) stirred at 80°. After stirring at 80° for 90 minutes the mixture was concentrated in vacuo and the residue heated with 880 ammonia (100 ml). The mixture was concentrate... Run in C1CCOC1 (THF), C1CCOC1 (THF). As a reaction SMILES: [CH3:1][CH2:2][CH2:3]Br.[Mg].F[SiH:7]1[CH2:12][CH2:11][CH:10]([C:13]2[CH:18]=[CH:17][C:16]([C:19]3[CH:24]=[C:23]([F:25])[C:22]([F:26])=[C:21]([F:27])[CH:20]=3)=[CH:15][CH:14]=2)[CH2:9][CH2:8]1>C1COCC1>[CH2:3]([Si@H:7]1[CH2:12][CH2:11][C@H:10]([C:13]2[CH:14]=[CH:15][C:16]([C:19]3[CH:20]=[C:21]([F:27])[C:22]([F:26])=[C:23]([F:25])[CH:24]=3)=[CH:17][CH:18]=2)[CH2:9][CH2:8]1)[CH2:2][CH3:1]. Reactants: CCCBr (n-propyl bromide), [Mg] (magnesium), F[SiH]1CCC(CC1)C1=CC=C(C=C1)C1=CC(=C(C(=C1)F)F)F (4'-(4-fluoro-4-silacyclohexyl)-3,4,5-trifluorobiphenyl). Yields the product C(CC)[Si@@H]1CC[C@H](CC1)C1=CC=C(C=C1)C1=CC(=C(C(=C1)F)F)F (4'-(trans-4-n-propyl-4-silacyclohexyl)-3,4,5-trifluorobiphenyl). The yield is 91.0%. Procedure: 2.5 g (20 mmol) of n-propyl bromide was dripped into a mixture of 0.5 g of magnesium (21 mmol) and 50 ml of THF to obtain a Grignard's reagent. This solution was then dripped into a 50 ml THF solution of 6.5 g (20 mmol) of 4'-(4-fluoro-4-silacyclohexyl)-3,4,5-trifluorobiphenyl to obtain 4'-(trans-4-n-propyl-4-silacyclohexyl)-3,4,5-trifluorobiphenyl. The silacyclohexane rings of this product were a mixture of trans and cis isomers. They were separated by means of chromatography to obtain 5.9 g of... Reactants: C[C@H](CCC(=O)OC)[C@H]1CC[C@@H]2[C@@]1(CC[C@H]3[C@H]2C[C@@H]([C@H]4[C@@]3(CC[C@H](C4)O)C)O)C (methyl hyodeoxycholate), O1CCCC=C1 (dihydropyran), 50/50, CO (methanol). The reagents and catalysts are C1(=CC=C(C=C1)S(=O)(=O)O)C (p-toluenesulfonic acid). The solvent is O1CCOCC1 (p-dioxane). Reaction conditions: time 8 hour. The product is O1C(CCCC1)OC1OCCCC1 (di-tetrahydropyranyl ether). Yield: 245.3%. As a reaction SMILES: C[C@@H:2]([C@@H:9]1[C@@]2(C)CC[C@@H]3[C@@]4(C)CC[C@@H](O)C[C@H]4[C@@H](O)C[C@H]3[C@@H]2CC1)[CH2:3][CH2:4][C:5]([O:7][CH3:8])=[O:6].[O:30]1C=[CH:34][CH2:33][CH2:32][CH2:31]1.CO>O1CCOCC1.C1(C)C=CC(S(O)(=O)=O)=CC=1>[O:30]1[CH2:31][CH2:32][CH2:33][CH2:34][CH:8]1[O:7][CH:5]1[CH2:4][CH2:3][CH2:2][CH2:9][O:6]1. Procedure details: To a solution of 100.0 g (0.2557 mole) of methyl hyodeoxycholate and 5.68 g of p-toluenesulfonic acid in 2000 ml of p-dioxane was added 153.7 g (1.62 mole, 148.6 ml) of dihydropyran over a period of 30 min under argon atmosphere. After stirring overnight at room temperature, the pH of the solution was adjusted to approximately pH 8 by the addition of 55 ml of 50/50 methanol/29% ammonium hydroxide. The solution was concentrated to a yellow oil under reduced pressure and the residue stirred in hep...